From a dataset of the Open Reaction Database (ORD), a public repository of structured organic reaction records. describe an organic reaction: reactants, conditions, products, and yield Reactants: CC(=Cc1ccc(F)cc1)CBr, CCOC(C)=O, CCCCCC, Cc1cc(O)c(C)c(C)c1NC=O. Yields the product CC(=Cc1ccc(F)cc1)COc1cc(C)c(NC=O)c(C)c1C. RXN SMILES: [Br:14][CH2:15][C:16](=[CH:17][c:18]1[cH:19][cH:20][c:21]([F:24])[cH:22][cH:23]1)[CH3:25].[C:32]([O:33][CH2:34][CH3:35])(=[O:36])[CH3:37].[CH3:26][CH2:27][CH2:28][CH2:29][CH2:30][CH3:31].[OH:1][c:2]1[c:3]([CH3:13])[c:4]([CH3:12])[c:5]([NH:9][CH:10]=[O:11])[c:6]([CH3:8])[cH:7]1>>[O:1]([c:2]1[c:3]([CH3:13])[c:4]([CH3:12])[c:5]([NH:9][CH:10]=[O:11])[c:6]([CH3:8])[cH:7]1)[CH2:15][C:16](=[CH:17][c:18]1[cH:19][cH:20][c:21]([F:24])[cH:22][cH:23]1)[CH3:25]. Starting materials: C1CCOC1, COP(=O)(CC(=O)OC(C)(C)C)OC, C[Si](C)(C)[N-][Si](C)(C)C, Cc1ccccc1, [K+], CCOC(=O)C1CCCCCCC(=O)C(=O)N1. Product: CCOC(=O)C1CCCCCCC(=CC(=O)OC(C)(C)C)C(=O)N1. Reaction SMILES: [CH2:49]1[O:50][CH2:51][CH2:52][CH2:53]1.[CH3:11][O:12][P:13]([O:14][CH3:15])(=[O:16])[CH2:17][C:18](=[O:19])[O:20][C:21]([CH3:22])([CH3:23])[CH3:24].[CH3:1][Si:2]([CH3:3])([CH3:4])[N-:5][Si:6]([CH3:7])([CH3:8])[CH3:9].[CH3:42][c:43]1[cH:44][cH:45][cH:46][cH:47][cH:48]1.[K+:10].[O:25]=[C:26]1[NH:27][CH:28]([C:37](=[O:38])[O:39][CH2:40][CH3:41])[CH2:29][CH2:30][CH2:31][CH2:32][CH2:33][CH2:34][C:35]1=[O:36]>>[CH:17]([C:18](=[O:19])[O:20][C:21]([CH3:22])([CH3:23])[CH3:24])=[C:35]1[C:26](=[O:25])[NH:27][CH:28]([C:37](=[O:38])[O:39][CH2:40][CH3:41])[CH2:29][CH2:30][CH2:31][CH2:32][CH2:33][CH2:34]1. Reactants: O1C(=CC(C2=C1C=CC=C2)=O)C=O (4H-1-benzopyran-4-one-2-carboxaldehyde), [BH4-].[Na+] (sodium borohydride). The solvent is CO (methanol). Conditions: time 30 minute. Product: OCC=1OC2=C(C(C1)=O)C=CC=C2 (2-(Hydroxymethyl)-4H-1-benzopyran-4-one). Yield: 54.4%. As a reaction SMILES: [O:1]1[C:6]2[CH:7]=[CH:8][CH:9]=[CH:10][C:5]=2[C:4](=[O:11])[CH:3]=[C:2]1[CH:12]=[O:13].[BH4-].[Na+]>CO>[OH:13][CH2:12][C:2]1[O:1][C:6]2[CH:7]=[CH:8][CH:9]=[CH:10][C:5]=2[C:4](=[O:11])[CH:3]=1 |f:1.2|. Procedure: A mixture of 4H-1-benzopyran-4-one-2-carboxaldehyde (400 mg, 0.0023 m) and sodium borohydride (8.8 mg. 0.0023 m) in methanol (20 ml) was stirred at room temperature for 30 minutes. The solvent was removed at reduced pressure to give a white solid. The solid was washed with water, sucked dry, and recrystallized from ethanol to give white crystals (220 mg, 55%), m.p. 165°-167°. Reactants: C(C)(C)(C)OC(=O)N1CCC(CC1)C1CC=2C(=CN=C(C2)Cl)O1 (4-(5-chloro-2,3-dihydro-furo[2,3-c]pyridin-2-yl)-piperidine-1-carboxylic acid tert-butyl ester), FC1=C(C=CC(=C1)CS(=O)(=O)C)B(O)O (2-fluoro-4-(methanesulfonylmethyl)-phenylboronic acid). The product is C(C)(C)(C)OC(=O)N1CCC(CC1)C1CC=2C(=CN=C(C2)C2=C(C=C(C=C2)CS(=O)(=O)C)F)O1 (4-[5-(2-Fluoro-4-methanesulfonylmethyl-phenyl)-2,3-dihydro-furo[2,3-c]pyridin-2-yl]-piperidine-1-carboxylic acid tert-butyl ester). Reaction SMILES: [C:1]([O:5][C:6]([N:8]1[CH2:13][CH2:12][CH:11]([CH:14]2[O:23][C:17]3=[CH:18][N:19]=[C:20](Cl)[CH:21]=[C:16]3[CH2:15]2)[CH2:10][CH2:9]1)=[O:7])([CH3:4])([CH3:3])[CH3:2].[F:24][C:25]1[CH:30]=[C:29]([CH2:31][S:32]([CH3:35])(=[O:34])=[O:33])[CH:28]=[CH:27][C:26]=1B(O)O>>[C:1]([O:5][C:6]([N:8]1[CH2:13][CH2:12][CH:11]([CH:14]2[O:23][C:17]3=[CH:18][N:19]=[C:20]([C:26]4[CH:27]=[CH:28][C:29]([CH2:31][S:32]([CH3:35])(=[O:34])=[O:33])=[CH:30][C:25]=4[F:24])[CH:21]=[C:16]3[CH2:15]2)[CH2:10][CH2:9]1)=[O:7])([CH3:4])([CH3:3])[CH3:2]. Procedure: The title compound is prepared from 4-(5-chloro-2,3-dihydro-furo[2,3-c]pyridin-2-yl)-piperidine-1-carboxylic acid tert-butyl ester and 2-fluoro-4-(methanesulfonylmethyl)-phenylboronic acid acid following a procedure analogous to that described in Example 28. LC (method 7): tR=1.18 min; Mass spectrum (ESI+): m/z=491 [M+H]+.